This data is from the Open Reaction Database (ORD), a public repository of structured organic reaction records. The task is: describe an organic reaction: reactants, conditions, products, and yield Reactants: C1CCNCC1, CCO, N#Cc1ccc(Nc2cc(NC3CC3)n3ncc(C=O)c3n2)cc1, O=C1CNC(=O)N1. Yields the product N#Cc1ccc(Nc2cc(NC3CC3)n3ncc(C=C4NC(=O)NC4=O)c3n2)cc1. RXN SMILES: [CH2:32]1[CH2:33][CH2:34][NH:35][CH2:36][CH2:37]1.[CH3:38][CH2:39][OH:40].[CH:1]1([NH:4][c:5]2[cH:6][c:7]([NH:16][c:17]3[cH:18][cH:19][c:20]([C:21]#[N:22])[cH:23][cH:24]3)[n:8][c:9]3[n:10]2[n:11][cH:12][c:13]3[CH:14]=[O:15])[CH2:2][CH2:3]1.[O:25]=[C:26]1[CH2:27][NH:28][C:29](=[O:30])[NH:31]1>>[CH:1]1([NH:4][c:5]2[cH:6][c:7]([NH:16][c:17]3[cH:18][cH:19][c:20]([C:21]#[N:22])[cH:23][cH:24]3)[n:8][c:9]3[n:10]2[n:11][cH:12][c:13]3[CH:14]=[C:27]2[C:26](=[O:25])[NH:31][C:29](=[O:30])[NH:28]2)[CH2:2][CH2:3]1. Starting materials: CC1=CC(=NC=C1)C#CCNC(OC(C)(C)C)=O (tert-Butyl N-[3-(4-methyl-2-pyridyl)prop-2-ynyl]carbamate), [H][H] (hydrogen). The reagents and catalysts are [Pd] (Pd/C). The solvent is C(C)O (ethanol), C(C)O (ethanol). The product is CC1=CC(=NC=C1)CCCNC(OC(C)(C)C)=O (tert-Butyl N-[3-(4-methyl-2-pyridyl)propyl]carbamate). RXN SMILES: [CH3:1][C:2]1[CH:7]=[CH:6][N:5]=[C:4]([C:8]#[C:9][CH2:10][NH:11][C:12](=[O:18])[O:13][C:14]([CH3:17])([CH3:16])[CH3:15])[CH:3]=1.[H][H]>C(O)C.[Pd]>[CH3:1][C:2]1[CH:7]=[CH:6][N:5]=[C:4]([CH2:8][CH2:9][CH2:10][NH:11][C:12](=[O:18])[O:13][C:14]([CH3:16])([CH3:15])[CH3:17])[CH:3]=1. Reported procedure: The residue of step A was dissolved in absolute ethanol (50 ml). The solution was flushed with argon, and a slurry of Pd/C (9.346 g, 0.325 mmol) in absolute ethanol (20 ml) was added. The resulting suspension was stirred in an athmosphere of hydrogen overnight. The reaction mixture was filtered and the filtrate was evaporated to dryness under reduced pressure. The residue was purified by column chromatography (silica, gradient of 1 to 5% methanol containing 7N ammonia in DCM) to yield 1.22 g (5.... Starting materials: CC(=O)[O-], CC(=O)[O-], CC(C)(C)[O-], Cc1ccccc1, Clc1cc(N2CCCC2)cc(Cl)n1, [K+], CNS(=O)(=O)c1ccc(N)cc1, O, [Pd+2], c1ccc(P(c2ccccc2)c2ccc3ccccc3c2-c2c(P(c3ccccc3)c3ccccc3)ccc3ccccc23)cc1. Product: CNS(=O)(=O)c1ccc(Nc2cc(N3CCCC3)cc(Cl)n2)cc1. Reaction SMILES: [C:85]([O-:86])(=[O:87])[CH3:88].[C:90]([O-:91])(=[O:92])[CH3:93].[CH3:14][C:15]([CH3:16])([O-:17])[CH3:18].[CH3:78][c:79]1[cH:80][cH:81][cH:82][cH:83][cH:84]1.[Cl:1][c:2]1[n:3][c:4]([Cl:13])[cH:5][c:6]([N:8]2[CH2:9][CH2:10][CH2:11][CH2:12]2)[cH:7]1.[K+:19].[NH2:66][c:67]1[cH:68][cH:69][c:70]([S:73](=[O:74])(=[O:75])[NH:76][CH3:77])[cH:71][cH:72]1.[OH2:94].[Pd+2:89].[cH:20]1[cH:21][cH:22][c:23]([P:24]([c:25]2[cH:26][cH:27][c:28]3[c:29]([cH:30][cH:31][cH:32][cH:33]3)[c:34]2-[c:35]2[c:36]3[c:37]([cH:38][cH:39][cH:40][cH:41]3)[cH:42][cH:43][c:44]2[P:45]([c:46]2[cH:47][cH:48][cH:49][cH:50][cH:51]2)[c:52]2[cH:53][cH:54][cH:55][cH:56][cH:57]2)[c:58]2[cH:59][cH:60][cH:61][cH:62][cH:63]2)[cH:64][cH:65]1>>[c:2]1([NH:66][c:67]2[cH:68][cH:69][c:70]([S:73](=[O:74])(=[O:75])[NH:76][CH3:77])[cH:71][cH:72]2)[n:3][c:4]([Cl:13])[cH:5][c:6]([N:8]2[CH2:9][CH2:10][CH2:11][CH2:12]2)[cH:7]1. Starting materials: O=C1CCC(=O)N1Br, CC(C)(C)Sc1ccc(N)cc1, ClCCl. Product: CC(C)(C)Sc1ccc(N)c(Br)c1. RXN SMILES: [Br:13][N:14]1[C:15](=[O:16])[CH2:17][CH2:18][C:19]1=[O:20].[C:1]([CH3:2])([CH3:3])([CH3:4])[S:5][c:6]1[cH:7][cH:8][c:9]([NH2:10])[cH:11][cH:12]1.[CH2:21]([Cl:22])[Cl:23]>>[C:1]([CH3:2])([CH3:3])([CH3:4])[S:5][c:6]1[cH:7][cH:8][c:9]([NH2:10])[c:11]([Br:13])[cH:12]1. Starting materials: CCO, Cl, NC(=NCC(F)(F)F)Nc1cncc(Cl)n1, [H-], NCCCS, [Na+]. Yields the product NCCCSc1cncc(NC(N)=NCC(F)(F)F)n1. RXN SMILES: [CH3:25][CH2:26][OH:27].[ClH:3].[F:9][C:10]([CH2:11][N:12]=[C:13]([NH:14][c:15]1[n:16][c:17]([Cl:21])[cH:18][n:19][cH:20]1)[NH2:22])([F:23])[F:24].[H-:1].[NH2:4][CH2:5][CH2:6][CH2:7][SH:8].[Na+:2]>>[NH2:4][CH2:5][CH2:6][CH2:7][S:8][c:17]1[n:16][c:15]([NH:14][C:13](=[N:12][CH2:11][C:10]([F:9])([F:23])[F:24])[NH2:22])[cH:20][n:19][cH:18]1.